From a dataset of the Open Reaction Database (ORD), a public repository of structured organic reaction records. describe an organic reaction: reactants, conditions, products, and yield Reactants: CNC(=O)c1cccc(F)c1Nc1nc(Cl)ncc1Cl, CC1(C)CC(NC(=O)N2CCCC2)C(=O)Nc2cc(N)ccc21. Yields the product CNC(=O)c1cccc(F)c1Nc1nc(Nc2ccc3c(c2)NC(=O)C(NC(=O)N2CCCC2)CC3(C)C)ncc1Cl. RXN SMILES: [Cl:24][c:25]1[n:26][cH:27][c:28]([Cl:43])[c:29]([NH:31][c:32]2[c:33]([C:34](=[O:35])[NH:36][CH3:37])[cH:38][cH:39][cH:40][c:41]2[F:42])[n:30]1.[NH2:1][c:2]1[cH:3][c:4]2[c:5]([cH:22][cH:23]1)[C:6]([CH3:20])([CH3:21])[CH2:7][CH:8]([NH:12][C:13](=[O:14])[N:15]1[CH2:16][CH2:17][CH2:18][CH2:19]1)[C:9](=[O:11])[NH:10]2>>[NH:1]([c:2]1[cH:3][c:4]2[c:5]([cH:22][cH:23]1)[C:6]([CH3:20])([CH3:21])[CH2:7][CH:8]([NH:12][C:13](=[O:14])[N:15]1[CH2:16][CH2:17][CH2:18][CH2:19]1)[C:9](=[O:11])[NH:10]2)[c:25]1[n:26][cH:27][c:28]([Cl:43])[c:29]([NH:31][c:32]2[c:33]([C:34](=[O:35])[NH:36][CH3:37])[cH:38][cH:39][cH:40][c:41]2[F:42])[n:30]1. Starting materials: CCCCCC, COC(OC)OC, O=Cc1ccc(-c2cccs2)s1. Product: COC(OC)c1ccc(-c2cccs2)s1. As a reaction SMILES: [CH3:20][CH2:21][CH2:22][CH2:23][CH2:24][CH3:25].[CH:1]([O:2][CH3:3])([O:4][CH3:5])[O:6][CH3:7].[CH:8](=[O:9])[c:10]1[cH:11][cH:12][c:13](-[c:15]2[s:16][cH:17][cH:18][cH:19]2)[s:14]1>>[CH:1]([O:2][CH3:3])([O:4][CH3:5])[c:10]1[cH:11][cH:12][c:13](-[c:15]2[s:16][cH:17][cH:18][cH:19]2)[s:14]1. The reactants are N[C@@H]1CC[C@H](CC1)NC(=O)C1=CNC2=C1N=CN=C2C2=C(C=C(C=C2)OC)OCC2CC2 (trans-4-(2-cyclopropylmethoxy-4-methoxy-phenyl)-5H-pyrrolo[3,2-d]pyrimidine-7-carboxylic acid (4-amino-cyclohexyl)-amide), ClC(=O)OCC (ethyl chloroformate). Product: C(C)OC(N[C@@H]1CC[C@H](CC1)NC(=O)C1=CNC2=C1N=CN=C2C2=C(C=C(C=C2)OC)OCC2CC2)=O (trans-(4-{[4-(2-Cyclopropylmethoxy-4-methoxy-phenyl)-5H-pyrrolo[3,2-d]pyrimidine-7-carbonyl]-amino}-cyclohexyl)-carbamic acid ethyl ester). As a reaction SMILES: [NH2:1][C@H:2]1[CH2:7][CH2:6][C@H:5]([NH:8][C:9]([C:11]2[C:15]3[N:16]=[CH:17][N:18]=[C:19]([C:20]4[CH:25]=[CH:24][C:23]([O:26][CH3:27])=[CH:22][C:21]=4[O:28][CH2:29][CH:30]4[CH2:32][CH2:31]4)[C:14]=3[NH:13][CH:12]=2)=[O:10])[CH2:4][CH2:3]1.Cl[C:34]([O:36][CH2:37][CH3:38])=[O:35]>>[CH2:37]([O:36][C:34](=[O:35])[NH:1][C@H:2]1[CH2:7][CH2:6][C@H:5]([NH:8][C:9]([C:11]2[C:15]3[N:16]=[CH:17][N:18]=[C:19]([C:20]4[CH:25]=[CH:24][C:23]([O:26][CH3:27])=[CH:22][C:21]=4[O:28][CH2:29][CH:30]4[CH2:31][CH2:32]4)[C:14]=3[NH:13][CH:12]=2)=[O:10])[CH2:4][CH2:3]1)[CH3:38]. Procedure details: Starting from trans-4-(2-cyclopropylmethoxy-4-methoxy-phenyl)-5H-pyrrolo[3,2-d]pyrimidine-7-carboxylic acid (4-amino-cyclohexyl)-amide (example A150) and ethyl chloroformate the title compound is obtained as colorless solid. Product: Cl, CCC1(O)C(=O)OCc2c1cc1n(c2=O)Cc2c-1nc1cccc3c1c2C(N)CC3. Reaction SMILES: [C:1](=[O:2])([CH3:3])[NH:4][CH:5]1[CH2:6][CH2:7][c:8]2[c:9]3[c:10]1[c:11]1[c:12]([n:13][c:14]3[cH:15][cH:16][cH:17]2)-[c:18]2[cH:19][c:20]3[c:21]([c:22](=[O:25])[n:23]2[CH2:24]1)[CH2:26][O:27][C:28](=[O:33])[C:29]3([OH:30])[CH2:31][CH3:32].[ClH:34]>>[ClH:34].[NH2:4][CH:5]1[CH2:6][CH2:7][c:8]2[c:9]3[c:10]1[c:11]1[c:12]([n:13][c:14]3[cH:15][cH:16][cH:17]2)-[c:18]2[cH:19][c:20]3[c:21]([c:22](=[O:25])[n:23]2[CH2:24]1)[CH2:26][O:27][C:28](=[O:33])[C:29]3([OH:30])[CH2:31][CH3:32]. Reactants: CCC1(O)C(=O)OCc2c1cc1n(c2=O)Cc2c-1nc1cccc3c1c2C(NC(C)=O)CC3, Cl. Reactants: C(C(O)CC(=O)OCC)(=O)OCC (diethyl malate), Cl (hydrochloric acid), C(=C)OCC (Ethyl vinyl ether). Yields the product C(C)OC(C)OC(C(=O)OCC)CC(=O)OCC (Diethyl 2-[(1'-Ethoxy)Ethoxy]Succinate). RXN SMILES: [C:1]([O:11][CH2:12][CH3:13])(=[O:10])[CH:2]([CH2:4][C:5]([O:7][CH2:8][CH3:9])=[O:6])[OH:3].Cl.[CH:15]([O:17][CH2:18][CH3:19])=[CH2:16]>>[CH2:15]([O:17][CH:18]([O:3][CH:2]([CH2:4][C:5]([O:7][CH2:8][CH3:9])=[O:6])[C:1]([O:11][CH2:12][CH3:13])=[O:10])[CH3:19])[CH3:16]. Procedure: A mixture of 19 g. diethyl malate and 0.1 g. of 36% hydrochloric acid was added to a 50 ml. round-bottom flask equipped with an addition funnel, static nitrogen head, condensor, heating mantle, thermometer, and magnetic stirrer. Ethyl vinyl ether was then added, dropwise, at 41° to 43° C. over a one-hour period and quenched with 0.4 g. of solid sodium carbonate. Distillation was performed directly on the mixture (short path column):